From a dataset of the Open Reaction Database (ORD), a public repository of structured organic reaction records. describe an organic reaction: reactants, conditions, products, and yield The reactants are BrC[C@H](CO)C ((S)-(+)-3-bromo-2-methyl-1-propanol), O (water), C(C)(=O)OCC (ethyl acetate), C(C)(=O)OC(C)=O (acetic anhydride). The solvent is N1=CC=CC=C1 (pyridine). Reaction conditions: temperature 70 celsius, time 3 hour. The product is C(C)(=O)OC[C@@H](CBr)C ((S)-(+)-1-Acetoxy-3-bromo-2-methyl-propane). Isolated yield 68.3%. RXN SMILES: [Br:1][CH2:2][C@@H:3]([CH3:6])[CH2:4][OH:5].[C:7](OC(=O)C)(=[O:9])[CH3:8].O.C(OCC)(=O)C>N1C=CC=CC=1>[C:7]([O:5][CH2:4][C@H:3]([CH3:6])[CH2:2][Br:1])(=[O:9])[CH3:8]. Procedure details: 5 g of (S)-(+)-3-bromo-2-methyl-1-propanol (32.6 mmol) were stirred in 5 ml of pyridine at room temperature. 3.67 g of acetic anhydride (35.9 mmol) were added and the reaction mixture was stirred for 3 h at 70° C. Stirring was continued for 16 h at room temperature. 30 ml of water and 40 ml of ethyl acetate were added. The organic layer was separated and washed with a further portion of water, then dried over magnesium sulfate, filtered, and evaporated under reduced pressure, whereby 4.34 g of t... Starting materials: CN1C(=NC=C1)C (1,2-dimethylimidazole), CC(=O)C (acetone), C(C(=O)Cl)(=O)Cl (Oxalyl chloride), CC1(C(C1(C)C)C(=O)O)C (2,2,3,3-tetramethylcyclopropane carboxylic acid). Solvent: ClCCl (dichloromethane), ClCCl (dichloromethane). Conditions: temperature 5 celsius, time 30 minute. Product: [Cl-].CC=1N(C=C[N+]1C)C(=O)C1C(C1(C)C)(C)C (2.3-dimethyl-1-[(2,2,3,3-tetramethylcyclopropyl)carbonyl]-1H-imidazol-3-ium chloride). The yield is 84.5%. As a reaction SMILES: C(Cl)(=O)C([Cl:4])=O.[CH3:7][C:8]1([CH3:16])[C:10]([CH3:12])([CH3:11])[CH:9]1[C:13]([OH:15])=O.[CH3:17][N:18]1[CH:22]=[CH:21][N:20]=[C:19]1[CH3:23].CC(C)=O>ClCCl>[Cl-:4].[CH3:23][C:19]1[N:20]([C:13]([CH:9]2[C:10]([CH3:11])([CH3:12])[C:8]2([CH3:7])[CH3:16])=[O:15])[CH:21]=[CH:22][N+:18]=1[CH3:17] |f:5.6|. Procedure details: Oxalyl chloride (360 ml, 4.1 mol) was added over 65 min to a stirred solution of 2,2,3,3-tetramethylcyclopropane carboxylic acid (600 g, 4.2 mol) in dichloromethane (3.6 L) at 34° C. The solution was then heated to reflux for 30 min and then cooled to 5° C. A solution of 1,2-dimethylimidazole (490 g, 5.1 mol) in dichloromethane (1.2 L) was added over 45 min maintaining the internal temperature around 5° C. The resulting suspension was then warmed to 18° C. and acetone (4.8 L) was added over 45 m...